From a dataset of the Open Reaction Database (ORD), a public repository of structured organic reaction records. describe an organic reaction: reactants, conditions, products, and yield The reactants are CS(=O)(=O)CCN, CS(C)=O, O=Cc1ccc(-c2ccc3c(Nc4ccc(Oc5ccccc5)cc4)ccnc3c2)o1. The product is CS(=O)(=O)CCNCc1ccc(-c2ccc3c(Nc4ccc(Oc5ccccc5)cc4)ccnc3c2)o1. RXN SMILES: [CH3:32][S:33](=[O:34])(=[O:35])[CH2:36][CH2:37][NH2:38].[CH3:39][S:40]([CH3:41])=[O:42].[O:1]([c:2]1[cH:3][cH:4][cH:5][cH:6][cH:7]1)[c:8]1[cH:9][cH:10][c:11]([NH:14][c:15]2[cH:16][cH:17][n:18][c:19]3[cH:20][c:21](-[c:25]4[cH:26][cH:27][c:28]([CH:30]=[O:31])[o:29]4)[cH:22][cH:23][c:24]23)[cH:12][cH:13]1>>[O:1]([c:2]1[cH:3][cH:4][cH:5][cH:6][cH:7]1)[c:8]1[cH:9][cH:10][c:11]([NH:14][c:15]2[cH:16][cH:17][n:18][c:19]3[cH:20][c:21](-[c:25]4[cH:26][cH:27][c:28]([CH2:30][NH:38][CH2:37][CH2:36][S:33]([CH3:32])(=[O:34])=[O:35])[o:29]4)[cH:22][cH:23][c:24]23)[cH:12][cH:13]1. Reactants: BrCCBr, BrCCC1OCCO1, [Mg], O=Cc1ccc(-c2nnc(CSCCOc3ccccc3)o2)cc1, C1CCOC1. The product is OC(CCC1OCCO1)c1ccc(-c2nnc(CSCCOc3ccccc3)o2)cc1. RXN SMILES: [Br:1][CH2:2][CH2:3][Br:4].[Br:6][CH2:7][CH2:8][CH:9]1[O:10][CH2:11][CH2:12][O:13]1.[Mg:5].[O:14]([c:15]1[cH:16][cH:17][cH:18][cH:19][cH:20]1)[CH2:21][CH2:22][S:23][CH2:24][c:25]1[o:26][c:27](-[c:30]2[cH:31][cH:32][c:33]([CH:36]=[O:37])[cH:34][cH:35]2)[n:28][n:29]1.[O:38]1[CH2:39][CH2:40][CH2:41][CH2:42]1>>[CH2:7]([CH2:8][CH:9]1[O:10][CH2:11][CH2:12][O:13]1)[CH:36]([c:33]1[cH:32][cH:31][c:30](-[c:27]2[o:26][c:25]([CH2:24][S:23][CH2:22][CH2:21][O:14][c:15]3[cH:16][cH:17][cH:18][cH:19][cH:20]3)[n:29][n:28]2)[cH:35][cH:34]1)[OH:37].